From a dataset of the Open Reaction Database (ORD), a public repository of structured organic reaction records. describe an organic reaction: reactants, conditions, products, and yield Starting materials: Cl (hydrochloric acid), BrC1=C(C=CC=C1)C1=CC=CC=C1 (o-bromobiphenyl), C1(=CC=CC=C1)C1OC(=O)C2=CC=CC=C12 (3-phenylphthalide), [Li]CCCC.CCCCCC (nBuLi hexane). Run in O1CCCC1 (tetrahydrofuran). Conditions: temperature -50 celsius, time 2 hour. Product: C1(=C(C=CC=C1)C=1OC(=C2C=CC=CC12)C1=CC=CC=C1)C1=CC=CC=C1 (1-o-biphenylyl-3-phenylisobenzofuran). RXN SMILES: Br[C:2]1[CH:7]=[CH:6][CH:5]=[CH:4][C:3]=1[C:8]1[CH:13]=[CH:12][CH:11]=[CH:10][CH:9]=1.[Li]CCCC.CCCCCC.[C:25]1([CH:31]2[C:40]3[C:35](=[CH:36][CH:37]=[CH:38][CH:39]=3)[C:33](=O)[O:32]2)[CH:30]=[CH:29][CH:28]=[CH:27][CH:26]=1.Cl>O1CCCC1>[C:3]1([C:8]2[CH:13]=[CH:12][CH:11]=[CH:10][CH:9]=2)[CH:4]=[CH:5][CH:6]=[CH:7][C:2]=1[C:33]1[O:32][C:31]([C:25]2[CH:30]=[CH:29][CH:28]=[CH:27][CH:26]=2)=[C:40]2[C:35]=1[CH:36]=[CH:37][CH:38]=[CH:39]2 |f:1.2|. Reported procedure: In Ar, 3.9 g (1.68E-2 mol) of o-bromobiphenyl was dissolved in 30 cm3 of tetrahydrofuran (THF) at −50° C. To the solution was added 10 cM3 of a nBuLi hexane solution (1.5 mol/l). After 2 hours, 3 g (1.4E-2 mol) of 3-phenylphthalide was added to the solution while it was kept cooled at −50° C. After 2 hours, the reaction solution was allowed to resume room temperature, and 10 cm3 of a 35% aqueous hydrochloric acid was added thereto. After 1 hour, toluene extraction was carried out using a separat... The reactants are CS(C)=O, Cc1nc(Cl)c(F)c(N(C)CCc2ccncc2)n1, NN, O. Product: Cc1nc(NN)c(F)c(N(C)CCc2ccncc2)n1. RXN SMILES: [CH3:23][S:24]([CH3:25])=[O:26].[Cl:1][c:2]1[c:3]([F:19])[c:4]([N:9]([CH2:10][CH2:11][c:12]2[cH:13][cH:14][n:15][cH:16][cH:17]2)[CH3:18])[n:5][c:6]([CH3:8])[n:7]1.[NH2:21][NH2:22].[OH2:20]>>[c:2]1([NH:21][NH2:22])[c:3]([F:19])[c:4]([N:9]([CH2:10][CH2:11][c:12]2[cH:13][cH:14][n:15][cH:16][cH:17]2)[CH3:18])[n:5][c:6]([CH3:8])[n:7]1. Run in 35/25. Procedure details: In a 250 mL 35/25 ball joint flask, 1,2-phenylenediamine (5.92 g, 54.7 mmol) was combined with tetrafluorosuccinic acid (5.2 g, 27.36 mmol). Polyphosphoric acid (83 g) was added directly to the solid mixture. The flask was fitted with an air-driven mechanical stirring shaft and heated to 160° C. under a nitrogen purge maintained with a septum and needle. The molten mixture was stirred for 7 hours and subsequently poured slowly into a large (1 L) excess of cold water. A Waring™ blender was used t... Run at temperature 160 celsius, time 7 hour. Reactants: C1(=C(C=CC=C1)N)N (1,2-phenylenediamine), FC(C(C(=O)O)(F)F)(C(=O)O)F (tetrafluorosuccinic acid), Polyphosphoric acid. As a reaction SMILES: [C:1]1([NH2:8])[CH:6]=[CH:5][CH:4]=[CH:3][C:2]=1[NH2:7].[F:9][C:10]([F:20])([C:17](O)=O)[C:11]([F:16])([F:15])[C:12](O)=O>>[N:7]1[C:2]2[CH:3]=[CH:4][CH:5]=[CH:6][C:1]=2[NH:8][C:12]=1[C:11]([F:16])([F:15])[C:10]([C:17]1[NH:7][C:2]2[CH:3]=[CH:4][CH:5]=[CH:6][C:1]=2[N:8]=1)([F:20])[F:9]. Yields the product N1=C(NC2=C1C=CC=C2)C(C(F)(F)C=2NC1=C(N2)C=CC=C1)(F)F (1,2-bis(benzimidazol-2-yl)-1,1,2,2-tetrafluoroethane). The reactants are N1CCC(CC1)CCC(=O)C=1C=C2CCC(N3C2=C(C1)CC3)=O (8-[3-(4-piperidinyl)-1-oxopropyl]-1,2,5,6-tetrahydro-4H-pyrrolo[3,2,1-ij]quinoline-4-one), C(C)#N (acetonitrile), C([O-])([O-])=O.[K+].[K+] (potassium carbonate), FC=1C=C(CCl)C=CC1 (3-fluorobenzyl chloride). Solvent: O (water), O (water). Conditions: temperature 55 celsius, time 3 hour. Yields the product FC=1C=C(C=CC1)CN1CCC(CC1)CCC(=O)C=1C=C2CCC(N3C2=C(C1)CC3)=O (8-[3-[1-[(3-fluorophenyl)methyl]-4-piperidinyl]-1-oxopropyl]-1,2,5,6-tetrahydro-4H-pyrrolo[3,2,1-ij]quinoline-4-one). Isolated yield 87.9%. Reaction SMILES: [NH:1]1[CH2:6][CH2:5][CH:4]([CH2:7][CH2:8][C:9]([C:11]2[CH:12]=[C:13]3[C:18]4=[C:19]([CH2:21][CH2:22][N:17]4[C:16](=[O:23])[CH2:15][CH2:14]3)[CH:20]=2)=[O:10])[CH2:3][CH2:2]1.C(#N)C.C(=O)([O-])[O-].[K+].[K+].[F:33][C:34]1[CH:35]=[C:36]([CH:39]=[CH:40][CH:41]=1)[CH2:37]Cl>O>[F:33][C:34]1[CH:35]=[C:36]([CH2:37][N:1]2[CH2:2][CH2:3][CH:4]([CH2:7][CH2:8][C:9]([C:11]3[CH:12]=[C:13]4[C:18]5=[C:19]([CH2:21][CH2:22][N:17]5[C:16](=[O:23])[CH2:15][CH2:14]4)[CH:20]=3)=[O:10])[CH2:5][CH2:6]2)[CH:39]=[CH:40][CH:41]=1 |f:2.3.4|. Procedure details: A mixture of 600 g of 8-[3-(4-piperidinyl)-1-oxopropyl]-1,2,5,6-tetrahydro-4H-pyrrolo[3,2,1-ij]quinoline-4-one, 6 L of acetonitrile, 0.3 L of water, 345 g (1.3 equivalent) of potassium carbonate and 278 g (1 equivalent) of 3-fluorobenzyl chloride was stirred at about 55° C. and 12 L of water was added dropwise thereto over about 20 minutes while maintaining about 45° C. The mixture was stirred at about 55° C. for 1.5 hours, and at about 20° C. for 3 hours. Precipitated crystals were separated, a... Reactants: KHCO3, C(=O)=O (CO2), CCO (EtOH), C(C)(C)(C)OC(=O)N[C@H](C(=O)O)CC1=CC=C(C=C1)B1OC(C(O1)(C)C)(C)C ((S)-2-(Tert-butoxycarbonylamino)-3-(4-(4,4,5,5-tetramethyl-1,3,2-dioxaborolan-2-yl)phenyl)propanoic acid), NC1=NC(=CC(=N1)Cl)Cl (2-amino-4,6-dichloropyrimidine). Reagents/catalysts: CC(=O)[O-].CC(=O)[O-].[Pd+2] (Pd(OAc)2), C1=CC=C(C=C1)P(C2=CC=CC=C2)C3=CC=CC=C3 (PPh3). Solvent: C1CCOC1 (THF). Run at temperature 15 celsius, time 15 minute. Product: NC1=NC(=CC(=N1)C1=CC=C(C=C1)C[C@@H](C(=O)O)NC(=O)OC(C)(C)C)Cl ((S)-3-(4-(2-Amino-6-chloropyrimidin-4-yl)phenyl)-2-(tert-butoxycarbonylamino)propanoic acid). Yield: 82.0%. Reaction SMILES: CCO.[C:4]([O:8][C:9]([NH:11][C@@H:12]([CH2:16][C:17]1[CH:22]=[CH:21][C:20](B2OC(C)(C)C(C)(C)O2)=[CH:19][CH:18]=1)[C:13]([OH:15])=[O:14])=[O:10])([CH3:7])([CH3:6])[CH3:5].[NH2:32][C:33]1[N:38]=[C:37](Cl)[CH:36]=[C:35]([Cl:40])[N:34]=1.C(=O)=O>CC([O-])=O.CC([O-])=O.[Pd+2].C1C=CC(P(C2C=CC=CC=2)C2C=CC=CC=2)=CC=1.C1COCC1>[NH2:32][C:33]1[N:38]=[C:37]([C:20]2[CH:19]=[CH:18][C:17]([CH2:16][C@H:12]([NH:11][C:9]([O:8][C:4]([CH3:5])([CH3:6])[CH3:7])=[O:10])[C:13]([OH:15])=[O:14])=[CH:22][CH:21]=2)[CH:36]=[C:35]([Cl:40])[N:34]=1 |f:4.5.6|. Procedure: To a 5-L three-necked flask with a thermometer controller, a mechanical stirrer, and a condenser protected under N2 was charged EtOH (570 g), THF (1330 g), boronic acid 7 (100 g, 255.6 mmol, 1.0 eq.), 2-amino-4,6-dichloropyrimidine 126 g (768.3 mmol, 3.0 eq.), PPh3 (0.87 g, 3.32 mmol, 1.3 mol %) and Pd(OAc)2 (0.373 g, 1.66 mmol, 0.65 mol %). The flask was then degassed by three vacuum/nitrogen fill cycles and stirred at about 10-20° C. for about 10-20 minutes. To the stirring solution was added ... The reactants are COc1cc(C(=O)O)ccc1Cc1c(Cl)n(C)c2ccc(CC(C)NC(=O)N(C)C)cc12, NS(=O)(=O)c1ccccc1Cl. The product is COc1cc(C(=O)NS(=O)(=O)c2ccccc2Cl)ccc1Cc1c(Cl)n(C)c2ccc(CC(C)NC(=O)N(C)C)cc12. RXN SMILES: [Cl:1][c:2]1[n:3]([CH3:32])[c:4]2[cH:5][cH:6][c:7]([CH2:23][CH:24]([CH3:25])[NH:26][C:27](=[O:28])[N:29]([CH3:30])[CH3:31])[cH:8][c:9]2[c:10]1[CH2:11][c:12]1[c:13]([O:21][CH3:22])[cH:14][c:15]([C:16](=[O:17])[OH:18])[cH:19][cH:20]1.[Cl:33][c:34]1[c:35]([S:40](=[O:41])(=[O:42])[NH2:43])[cH:36][cH:37][cH:38][cH:39]1>>[Cl:1][c:2]1[n:3]([CH3:32])[c:4]2[cH:5][cH:6][c:7]([CH2:23][CH:24]([CH3:25])[NH:26][C:27](=[O:28])[N:29]([CH3:30])[CH3:31])[cH:8][c:9]2[c:10]1[CH2:11][c:12]1[c:13]([O:21][CH3:22])[cH:14][c:15]([C:16](=[O:17])[NH:43][S:40]([c:35]2[c:34]([Cl:33])[cH:39][cH:38][cH:37][cH:36]2)(=[O:41])=[O:42])[cH:19][cH:20]1. The reactants are [C]=O (carbon monoxide), BrC1=C2C=CC(=NC2=C(C=C1)OC)CC (5-bromo-2-ethyl-8-methoxyquinoline), [OH-].[Na+] (sodium hydroxide), C1(=CC=CC=C1)P(C1=CC=CC=C1)C1=CC=CC=C1 (triphenylphosphine), O1CCCC1 (tetrahydrofuran). Reagents/catalysts: C1=CC=C(C=C1)P(C2=CC=CC=C2)C3=CC=CC=C3.C1=CC=C(C=C1)P(C2=CC=CC=C2)C3=CC=CC=C3.Cl[Pd]Cl (bis(triphenylphosphine)palladium (II) chloride). Run in O (water). Run at temperature 105 celsius. Product: C(C)C1=NC=2C(=CC=C(C2C=C1)C(=O)O)OC (2-Ethyl-8-methoxyquinoline-5-carboxylic acid). RXN SMILES: Br[C:2]1[CH:11]=[CH:10][C:9]([O:12][CH3:13])=[C:8]2[C:3]=1[CH:4]=[CH:5][C:6]([CH2:14][CH3:15])=[N:7]2.[OH-:16].[Na+].C1(P(C2C=CC=CC=2)C2C=CC=CC=2)C=CC=CC=1.[C]=O.[O:39]1[CH2:43]CCC1>O.C1C=CC(P(C2C=CC=CC=2)C2C=CC=CC=2)=CC=1.C1C=CC(P(C2C=CC=CC=2)C2C=CC=CC=2)=CC=1.Cl[Pd]Cl>[CH2:14]([C:6]1[CH:5]=[CH:4][C:3]2[C:2]([C:43]([OH:39])=[O:16])=[CH:11][CH:10]=[C:9]([O:12][CH3:13])[C:8]=2[N:7]=1)[CH3:15] |f:1.2,7.8.9,^3:36|. Reported procedure: A mixture of 5-bromo-2-ethyl-8-methoxyquinoline (3.3 g), sodium hydroxide (3.1 g, 46% solution in water), triphenylphosphine (0.22 g), and bis(triphenylphosphine)palladium (II) chloride (0.14 g) in tetrahydrofuran (14 ml) and water (7 ml) was stirred in a pressurised reaction vessel and charged with carbon monoxide to a pressure of 160 psi. The vessel was heated to 105° C. and stirred for 24 hours. The reaction was allowed to cool and depressurised. The mixture was filtered and the solid collect... Starting materials: CSC1=NC(=C2N1C=CC=C2)C(C(F)(F)F)=O (3-methylthio-1-trifluoroacetylimidazo[1,5-a]pyridine), ClC1=CC(=CC=C1)C(=O)OO (m-chloroperbenzoic acid). Run in C(Cl)(Cl)Cl (chloroform). Yields the product CS(=O)C1=NC(=C2N1C=CC=C2)C(C(F)(F)F)=O (3-Methylsulphinyl-1-trifluoroacetylimidazo[1,5-a]pyridine). Reaction SMILES: [CH3:1][S:2][C:3]1[N:7]2[CH:8]=[CH:9][CH:10]=[CH:11][C:6]2=[C:5]([C:12](=[O:17])[C:13]([F:16])([F:15])[F:14])[N:4]=1.ClC1C=CC=C(C(OO)=[O:26])C=1>C(Cl)(Cl)Cl>[CH3:1][S:2]([C:3]1[N:7]2[CH:8]=[CH:9][CH:10]=[CH:11][C:6]2=[C:5]([C:12](=[O:17])[C:13]([F:16])([F:14])[F:15])[N:4]=1)=[O:26]. Procedure: A solution of 15.6 g (0.06 mole) of 3-methylthio-1-trifluoroacetylimidazo[1,5-a]pyridine (J. Bourdais et al. J. Het. Chem. 17, 1351, 1980) in 750 ml of chloroform is cooled to 5° C. 30.6 g (0.132 mole) of m-chloroperbenzoic acid is added in the course of approximately 1 h. The reactants are CC(C)([O-])C.[Na+] (Sodium tert-butoxide), ClC1=NC=2N3C(CNC2C(=N1)C)COCC3 (2-chloro-4-methyl-5,6,6a,7,9,10-hexahydro-[1,4]oxazino[3,4-h]pteridine), BrCC1=CC=C(C=C1)S(=O)(=O)C (1-(bromomethyl)-4-(methylsulfonyl)benzene). The solvent is CS(=O)C (DMSO). Reaction conditions: time 2 day. Yields the product ClC1=NC=2N3C(CN(C2C(=N1)C)CC1=CC=C(C=C1)S(=O)(=O)C)COCC3 (2-chloro-4-methyl-5-(4-(methylsulfonyl)benzyl)-5,6,6a,7,9,10-hexahydro-[1,4]oxazino[3,4-h]pteridine). Yield: 21.0%. RXN SMILES: [Cl:1][C:2]1[N:11]=[C:10]([CH3:12])[C:9]2[NH:8][CH2:7][CH:6]3[CH2:13][O:14][CH2:15][CH2:16][N:5]3[C:4]=2[N:3]=1.CC(C)([O-])C.[Na+].Br[CH2:24][C:25]1[CH:30]=[CH:29][C:28]([S:31]([CH3:34])(=[O:33])=[O:32])=[CH:27][CH:26]=1>CS(C)=O>[Cl:1][C:2]1[N:11]=[C:10]([CH3:12])[C:9]2[N:8]([CH2:24][C:25]3[CH:26]=[CH:27][C:28]([S:31]([CH3:34])(=[O:33])=[O:32])=[CH:29][CH:30]=3)[CH2:7][CH:6]3[CH2:13][O:14][CH2:15][CH2:16][N:5]3[C:4]=2[N:3]=1 |f:1.2|. Procedure: To a round-bottom flask was added 2-chloro-4-methyl-5,6,6a,7,9,10-hexahydro-[1,4]oxazino[3,4-h]pteridine (PREPARATION x20, 264 mg, 1.097 mmol) in DMSO (8.6 mL). Sodium tert-butoxide (126 mg, 1.316 mmol) was then added, followed by 1-(bromomethyl)-4-(methylsulfonyl)benzene (287 mg, 1.152 mmol). The reaction mixture was stirred for 2 days at room temperature. The mixture was subsequently filtered and the filtrate was purified by preparatory HPLC using a gradient of 5-60% CH3CN (with 0.035% TFA) in... Starting materials: Cl, COC(=O)c1cc(C(F)(F)F)cnc1Oc1ccc(F)cc1, [Li+], C1CCOC1, C1COCCO1, [OH-], O. Yields the product O=C(O)c1cc(C(F)(F)F)cnc1Oc1ccc(F)cc1. As a reaction SMILES: [ClH:25].[F:1][c:2]1[cH:3][cH:4][c:5]([O:6][c:7]2[c:8]([C:9](=[O:10])[O:11][CH3:12])[cH:13][c:14]([C:17]([F:18])([F:19])[F:20])[cH:15][n:16]2)[cH:21][cH:22]1.[Li+:23].[O:26]1[CH2:27][CH2:28][CH2:29][CH2:30]1.[O:31]1[CH2:32][CH2:33][O:34][CH2:35][CH2:36]1.[OH-:24].[OH2:37]>>[F:1][c:2]1[cH:3][cH:4][c:5]([O:6][c:7]2[c:8]([C:9](=[O:10])[OH:11])[cH:13][c:14]([C:17]([F:18])([F:19])[F:20])[cH:15][n:16]2)[cH:21][cH:22]1.